This data is from the Open Reaction Database (ORD), a public repository of structured organic reaction records. The task is: describe an organic reaction: reactants, conditions, products, and yield Isolated yield 40.5%. Run in CN(C)C=O (N,N,-dimethylformamide). The reactants are ice water, OC=1C(=NC=CC1)C(=O)O (3-hydroxypicolinic acid), C(CCCCC)Br (n-hexyl bromide), C([O-])([O-])=O.[K+].[K+] (potassium carbonate). Reaction conditions: temperature 100 celsius. Product: C(CCCCC)OC=1C(=NC=CC1)C(=O)OCCCCCC (hexyl 3-hexyloxypicolinate). As a reaction SMILES: [OH:1][C:2]1[C:3]([C:8]([OH:10])=[O:9])=[N:4][CH:5]=[CH:6][CH:7]=1.[CH2:11](Br)[CH2:12][CH2:13][CH2:14][CH2:15][CH3:16].C(=O)([O-])[O-].[K+].[K+]>CN(C=O)C>[CH2:11]([O:1][C:2]1[C:3]([C:8]([O:10][CH2:8][CH2:3][CH2:2][CH2:7][CH2:6][CH3:5])=[O:9])=[N:4][CH:5]=[CH:6][CH:7]=1)[CH2:12][CH2:13][CH2:14][CH2:15][CH3:16] |f:2.3.4|. Procedure details: To a mixture of 2.80 g (20 mmol) of 3-hydroxypicolinic acid, 4.13 g (25 mmol) of n-hexyl bromide and 30 ml of N,N,-dimethylformamide was added 2.8 g (0.02 mmol) of anhydrous potassium carbonate, and the mixture was stirred under heating at 100° C. for 4.5 hours. After cooling, 60 ml of ice-water was added, and the mixture extracted with ethyl acetate. The solution was subjected to evaporation under a reduced pressure and the residue separated by silica gel column chromatography (ethyl acetate:he...